This data is from the Open Reaction Database (ORD), a public repository of structured organic reaction records. The task is: describe an organic reaction: reactants, conditions, products, and yield The reactants are Cl.CNCCCC(=O)O (4-(methylamino)butanoic acid hydrochloride), C(C)O (ethanol), S(O)(O)(=O)=O (sulfuric acid). Reaction conditions: temperature 90 celsius, time 1 hour. The product is Cl.CNCCCC(=O)OCC (Ethyl 4-(methylamino)butanoate hydrochloride). RXN SMILES: [ClH:1].[CH3:2][NH:3][CH2:4][CH2:5][CH2:6][C:7]([OH:9])=[O:8].S(=O)(=O)(O)O.[CH2:15](O)[CH3:16]>>[ClH:1].[CH3:2][NH:3][CH2:4][CH2:5][CH2:6][C:7]([O:9][CH2:15][CH3:16])=[O:8] |f:0.1,4.5|. Procedure details: 2.00 g (13.0 mmol) of 4-(methylamino)butanoic acid hydrochloride was dissolved in 40 mL of ethanol and 69 μL (1.30 mmol) of concentrated sulfuric acid was added thereto, followed by stirring of the mixture at 90° C. for 1 hour. The solvent was distilled off under reduced pressure, followed by azeotropy with toluene. 3.02 g of the obtained residue was used for the subsequent reaction as such. The reactants are C=1(N=NN2C=NC3=C(C21)C=CN3)C3CCN(CC3)C(=O)OCC3=CC=CC=C3 (benzyl 4-(7H-pyrrolo[3,2-e][1,2,3]triazolo[1,5-c]pyrimidin-1-yl)piperidine-1-carboxylate). Reagents/catalysts: [C].[Pd] (Palladium-carbon). Solvent: CO (methanol). Reaction conditions: time 6 hour. Product: N1CCC(CC1)C=1N=NN2C=NC3=C(C21)C=CN3 (1-(Piperidin-4-yl)-7H-pyrrolo[3,2-e][1,2,3]triazolo[1,5-c]pyrimidine). The yield is 25.8%. Reaction SMILES: [C:1]1([CH:13]2[CH2:18][CH2:17][N:16](C(OCC3C=CC=CC=3)=O)[CH2:15][CH2:14]2)[N:2]=[N:3][N:4]2[C:9]=1[C:8]1[CH:10]=[CH:11][NH:12][C:7]=1[N:6]=[CH:5]2>CO.[C].[Pd]>[NH:16]1[CH2:15][CH2:14][CH:13]([C:1]2[N:2]=[N:3][N:4]3[C:9]=2[C:8]2[CH:10]=[CH:11][NH:12][C:7]=2[N:6]=[CH:5]3)[CH2:18][CH2:17]1 |f:2.3|. Procedure: 5% Palladium-carbon (10.0 mg) was added to benzyl 4-(7H-pyrrolo[3,2-e][1,2,3]triazolo[1,5-c]pyrimidin-1-yl)piperidine-1-carboxylate (30.0 mg, 0.0800 mmol) in methanol (2 mL) under an argon atmosphere, and after the reaction system was flushed with hydrogen, the reaction mixture was stirred at room temperature for 6 hours and then filtered. The filtrate was concentrated under reduced pressure. The resulting yellow solid was washed with methanol and collected by filtration to give the title compou...